From a dataset of the Open Reaction Database (ORD), a public repository of structured organic reaction records. describe an organic reaction: reactants, conditions, products, and yield Starting materials: C(=O)O (Formic acid), C(C)(=O)OC(C)=O (acetic anhydride), C(=O)NC(CCO)(C)C (3-Formamido-3-methyl-1-butanol). Reaction conditions: time 16 hour. Yields the product C(=O)OCCC(C)(C)NC=O (3-formamido-3-methyl-1-butyl formate). RXN SMILES: [CH:1]([OH:3])=[O:2].C(OC(=O)C)(=O)C.[CH:11]([NH:13][C:14]([CH3:19])([CH3:18])[CH2:15][CH2:16]O)=[O:12]>>[CH:1]([O:3][CH2:16][CH2:15][C:14]([NH:13][CH:11]=[O:12])([CH3:19])[CH3:18])=[O:2]. Procedure details: Formic acid (6.90 g, 0.15 mol) was added to acetic anhydride (15.30 g, 0.15 mol) and warmed to 45°-50° C. for one hour on a water bath. The resulting solution was cooled to below 0° C. in an ice/acetone bath. 3-Formamido-3-methyl-1-butanol (13.10 g, 0.10 mol) was added and the solution allowed to slowly warm to room temperature with stirring (16 hours). The solution was distilled under vacuum (1 Torr, 105°-110° C.) to yield 12.43 g (78%).